This data is from the Open Reaction Database (ORD), a public repository of structured organic reaction records. The task is: describe an organic reaction: reactants, conditions, products, and yield Reactants: C(C1=CC=CC=C1)Cl (benzyl chloride), [OH-].[K+] (potassium hydroxide), C(C)O (ethanol), IC(C)C (2-iodopropane), C(C)(C)OC=1C=CC=C(C1)CC#N (5-isopropoxyphenylacetonitrile). Yields the product C(C)(C)OC=1C=CC=C(C1)CC(=O)O (5-isopropoxyphenylacetic acid). Reaction SMILES: [CH2:1](Cl)[C:2]1[CH:7]=[CH:6][CH:5]=[CH:4][CH:3]=1.IC(C)C.[CH:13]([O:16]C1C=CC=C(CC#N)C=1)([CH3:15])[CH3:14].[OH-:26].[K+].[CH2:28]([OH:30])C>>[CH:13]([O:16][C:6]1[CH:5]=[CH:4][CH:3]=[C:2]([CH2:1][C:28]([OH:30])=[O:26])[CH:7]=1)([CH3:14])[CH3:15] |f:3.4|. Reported procedure: The title compound is prepared using known methods essentially as described in R. E. Counsel, et al., Journal of Medicinal Chemistry, 16:684-687 (1973) except that the benzyl chloride is replaced with 2-iodopropane. The 5-isopropoxyphenylacetonitrile thus prepared (15 grams) is dissolved in 160 ml of ethanol in the presence of 18 grams of potassium hydroxide. The resulting mixture is then refluxed for about two hours. The reaction mixture is then concentrated in vacuo and the residue is taken up... Reactants: C(C)OC=1C(=NSN1)C=1C=NC=CC1 (3-(4-ethoxy-1,2,5-thiadiazol-3-yl)pyridine), C(C)I (ethyl iodide). The solvent is CC(=O)C (acetone). Yields the product [I-].C(C)OC=1C(=NSN1)C=1C=[N+](C=CC1)CC (3-(4-ethoxy-1,2,5-thiadiazol-3-yl)-1-ethylpyridinium iodide). RXN SMILES: [CH2:1]([O:3][C:4]1[C:5]([C:9]2[CH:10]=[N:11][CH:12]=[CH:13][CH:14]=2)=[N:6][S:7][N:8]=1)[CH3:2].[CH2:15]([I:17])[CH3:16]>CC(C)=O>[I-:17].[CH2:1]([O:3][C:4]1[C:5]([C:9]2[CH:10]=[N+:11]([CH2:15][CH3:16])[CH:12]=[CH:13][CH:14]=2)=[N:6][S:7][N:8]=1)[CH3:2] |f:3.4|. Reported procedure: A solution of 3-(4-ethoxy-1,2,5-thiadiazol-3-yl)pyridine (0.90 g, 4.3 mmol) and ethyl iodide (2.03 g, 13 mmol) in acetone (4 ml) was stirred at 40° C. for 16 h. The precipitate was collected by filtration giving the title compound to yield 1.34 g (86%). The reactants are ClCC(=O)N[C@H]1CN2C(OC1)=NC(=C2)[N+](=O)[O-] ((S)-2-chloro-N-(2-nitro-6,7-dihydro-5H-imidazo[2,1-b][1,3]oxazin-6-yl)acetamide), FC(OC1=CC=C(OC2CCN(CC2)CCO)C=C1)(F)F (2-(4-(4-(trifluoromethoxy)phenoxy)piperidin-1-yl)ethanol). Product: FC(OC1=CC=C(OC2CCN(CC2)CCOCC(=O)N[C@H]2CN3C(OC2)=NC(=C3)[N+](=O)[O-])C=C1)(F)F (2-(2-(4-(4-(trifluoromethoxy)phenoxy)piperidin-1-yl)ethoxy)-N—((S)-6,7-dihydro-2-nitro-5H-imidazo[2,1-b][1,3]oxazin-6-yl)acetamide). Yield: 47.2%. Reaction SMILES: Cl[CH2:2][C:3]([NH:5][C@@H:6]1[CH2:11][O:10][C:9]2=[N:12][C:13]([N+:15]([O-:17])=[O:16])=[CH:14][N:8]2[CH2:7]1)=[O:4].[F:18][C:19]([F:38])([F:37])[O:20][C:21]1[CH:36]=[CH:35][C:24]([O:25][CH:26]2[CH2:31][CH2:30][N:29]([CH2:32][CH2:33][OH:34])[CH2:28][CH2:27]2)=[CH:23][CH:22]=1>>[F:38][C:19]([F:18])([F:37])[O:20][C:21]1[CH:22]=[CH:23][C:24]([O:25][CH:26]2[CH2:31][CH2:30][N:29]([CH2:32][CH2:33][O:34][CH2:2][C:3]([NH:5][C@@H:6]3[CH2:11][O:10][C:9]4=[N:12][C:13]([N+:15]([O-:17])=[O:16])=[CH:14][N:8]4[CH2:7]3)=[O:4])[CH2:28][CH2:27]2)=[CH:35][CH:36]=1. Procedure: Similar to the manipulation of example 1, with (S)-2-chloro-N-(2-nitro-6,7-dihydro-5H-imidazo[2,1-b][1,3]oxazin-6-yl)acetamide (130 mg, 0.50 mmol) and 2-(4-(4-(trifluoromethoxy)phenoxy)piperidin-1-yl)ethanol (305 mg, 1.0 mmol) as crude materials, 125 mg title compound was generated and yield was 47%. Starting materials: C1(=CC=CC=C1)CC=1C=C(C2=CC=CC=C2C1OC)C(=O)O (3-(Phenylmethyl)-4-methoxy-1-naphthoic acid), C(C)(=O)OCC (ethyl acetate). Reagents/catalysts: S(O)(O)(=O)=O (sulfuric acid). Solvent: O (water), C(C)O (ethanol). Yields the product C(C)OC(=O)C1=CC(=C(C2=CC=CC=C12)O)CC1=CC=CC=C1 (3-(Phenylmethyl)-4-hydroxy-1-naphthoic acid ethyl ester). Isolated yield 62.0%. RXN SMILES: [C:1]1([CH2:7][C:8]2[CH:9]=[C:10]([C:20]([OH:22])=[O:21])[C:11]3[C:16]([C:17]=2[O:18]C)=[CH:15][CH:14]=[CH:13][CH:12]=3)[CH:6]=[CH:5][CH:4]=[CH:3][CH:2]=1.[C:23](OCC)(=O)[CH3:24]>S(=O)(=O)(O)O.C(O)C.O>[CH2:23]([O:22][C:20]([C:10]1[C:11]2[C:16](=[CH:15][CH:14]=[CH:13][CH:12]=2)[C:17]([OH:18])=[C:8]([CH2:7][C:1]2[CH:2]=[CH:3][CH:4]=[CH:5][CH:6]=2)[CH:9]=1)=[O:21])[CH3:24]. Procedure: A solution of the compound of Example 95 (2.55 g, 9.2 mmole) and concentrated sulfuric acid (3 drops) in ethanol (125 mL) was heated at reflux for 80 hours. The mixture was cooled and diluted with water, and the crude product was isolated by extraction with ethyl acetate. This was chromatographed (9:1 hexane/ethyl acetate) and recrystallized (hexane) to provide the title compound (1.74 g 62%) as white needles, mp 79°-80°.